From a dataset of the Open Reaction Database (ORD), a public repository of structured organic reaction records. describe an organic reaction: reactants, conditions, products, and yield Starting materials: CC(C)(C)OC(=O)N1CCCC1(Cc1ccc(Br)cc1)C(=O)O, CN1CCOCC1, CCN=C=NCCCN(C)C, ClCCl, Cl, CCC(C)(C)CC(O)CN, Oc1cccc2[nH]nnc12. Yields the product CCC(C)(C)CC(O)CNC(=O)C1(Cc2ccc(Br)cc2)CCCN1C(=O)OC(C)(C)C. As a reaction SMILES: [Br:8][c:9]1[cH:10][cH:11][c:12]([CH2:13][C:14]2([C:26](=[O:27])[OH:28])[N:15]([C:19](=[O:20])[O:21][C:22]([CH3:23])([CH3:24])[CH3:25])[CH2:16][CH2:17][CH2:18]2)[cH:29][cH:30]1.[CH3:1][N:2]1[CH2:3][CH2:4][O:5][CH2:6][CH2:7]1.[CH3:42][N:43]([CH3:44])[CH2:45][CH2:46][CH2:47][N:48]=[C:49]=[N:50][CH2:51][CH3:52].[Cl:63][CH2:64][Cl:65].[ClH:41].[NH2:31][CH2:32][CH:33]([CH2:34][C:35]([CH2:36][CH3:37])([CH3:38])[CH3:39])[OH:40].[OH:53][c:54]1[c:55]2[n:56][n:57][nH:58][c:59]2[cH:60][cH:61][cH:62]1>>[Br:8][c:9]1[cH:10][cH:11][c:12]([CH2:13][C:14]2([C:26](=[O:28])[NH:31][CH2:32][CH:33]([CH2:34][C:35]([CH2:36][CH3:37])([CH3:38])[CH3:39])[OH:40])[N:15]([C:19](=[O:20])[O:21][C:22]([CH3:23])([CH3:24])[CH3:25])[CH2:16][CH2:17][CH2:18]2)[cH:29][cH:30]1. Reactants: COC(=O)c1c(C)c(C)cc2nc(OC)c(OC)nc12, CC(C)C[AlH]CC(C)C, [Cl-], ClCCl, [NH4+]. Yields the product COc1nc2cc(C)c(C)c(CO)c2nc1OC. Reaction SMILES: [CH3:10][O:11][c:12]1[n:13][c:14]2[cH:15][c:16]([CH3:29])[c:17]([CH3:28])[c:18]([C:24](=[O:25])[O:26][CH3:27])[c:19]2[n:20][c:21]1[O:22][CH3:23].[CH3:1][CH:2]([CH2:3][AlH:4][CH2:5][CH:6]([CH3:7])[CH3:8])[CH3:9].[Cl-:30].[Cl:32][CH2:33][Cl:34].[NH4+:31]>>[CH3:10][O:11][c:12]1[n:13][c:14]2[cH:15][c:16]([CH3:29])[c:17]([CH3:28])[c:18]([CH2:24][OH:25])[c:19]2[n:20][c:21]1[O:22][CH3:23]. The reactants are OC1=C(C=CC(=C1)C(CCCCCC)(C)C)[C@H]1[C@@H](C(CCC1)=O)CCCO (trans-3-[2-hydroxy-4-(1,1-dimethylheptyl)phenyl]-2-(3-hydroxypropyl)cyclohexanone), resultant mixture, O.NN (hydrazine hydrate), solid, [OH-].[K+] (potassium hydroxide), Cl (hydrochloric acid). The solvent is C(CO)O (ethylene glycol), CCOCC (ether). Conditions: temperature 60 celsius. The product is OC1=C(C=CC(=C1)C(CCCCCC)(C)C)[C@H]1[C@@H](CCCC1)CCCO (Trans-1-[2-Hydroxy-4-(1,1-dimethylheptyl)phenyl]-2-(3-hydroxypropyl)cyclohexane). Yield: 22.0%. Reaction SMILES: [OH:1][C:2]1[CH:7]=[C:6]([C:8]([CH3:16])([CH3:15])[CH2:9][CH2:10][CH2:11][CH2:12][CH2:13][CH3:14])[CH:5]=[CH:4][C:3]=1[C@@H:17]1[CH2:22][CH2:21][CH2:20][C:19](=O)[C@H:18]1[CH2:24][CH2:25][CH2:26][OH:27].O.NN.[OH-].[K+].Cl>CCOCC.C(O)CO>[OH:1][C:2]1[CH:7]=[C:6]([C:8]([CH3:15])([CH3:16])[CH2:9][CH2:10][CH2:11][CH2:12][CH2:13][CH3:14])[CH:5]=[CH:4][C:3]=1[C@@H:17]1[CH2:22][CH2:21][CH2:20][CH2:19][C@H:18]1[CH2:24][CH2:25][CH2:26][OH:27] |f:1.2,3.4|. Procedure details: A mixture of 1.9 g. (5.08 mmoles) of trans-3-[2-hydroxy-4-(1,1-dimethylheptyl)phenyl]-2-(3-hydroxypropyl)cyclohexanone and 10.2 ml. of hydrazine hydrate in 20 ml. of ethylene glycol is heated at 100° C. for an hour. The reaction was cooled to 60° C. and 4.05 g. (72.3 mmoles) of solid potassium hydroxide added. The resultant mixture was heated for 2 hours at 200° C., then cooled and added to 500 ml. 1N hydrochloric acid and 300 ml. ether. The ether extract was washed with 300 ml. saturated sodium... The reactants are Cl.ClC=1C=C2C=CC(=CC2=CC1)S(=O)(=O)N1CC(N(C(C1)=O)N(C1CCN(CC1)C1=CC=NC=C1)C)C(=O)OC (Methyl 4-[(6-Chloro-2-naphthyl)sulfonyl]-1-[methyl[1-(4-pyridinyl)-4-piperidinyl]amino]-6-oxo-2-piperazine Carboxylate Hydrochloride), N.CO (ammonia methanol). Yields the product Cl.ClC=1C=C2C=CC(=CC2=CC1)S(=O)(=O)N1CC(N(C(C1)=O)N(C1CCN(CC1)C1=CC=NC=C1)C)C(=O)N (4-[(6-Chloro-2-naphthyl)sulfonyl)-1-[methyl[1-(4-pyridinyl)-4-piperidinyl]amino]-6-oxo-2-piperazinecarboxamide Hydrochloride). As a reaction SMILES: Cl.[Cl:2][C:3]1[CH:4]=[C:5]2[C:10](=[CH:11][CH:12]=1)[CH:9]=[C:8]([S:13]([N:16]1[CH2:21][C:20](=[O:22])[N:19]([N:23]([CH3:36])[CH:24]3[CH2:29][CH2:28][N:27]([C:30]4[CH:35]=[CH:34][N:33]=[CH:32][CH:31]=4)[CH2:26][CH2:25]3)[CH:18]([C:37](OC)=[O:38])[CH2:17]1)(=[O:15])=[O:14])[CH:7]=[CH:6]2.[NH3:41].CO>>[ClH:2].[Cl:2][C:3]1[CH:4]=[C:5]2[C:10](=[CH:11][CH:12]=1)[CH:9]=[C:8]([S:13]([N:16]1[CH2:21][C:20](=[O:22])[N:19]([N:23]([CH3:36])[CH:24]3[CH2:25][CH2:26][N:27]([C:30]4[CH:31]=[CH:32][N:33]=[CH:34][CH:35]=4)[CH2:28][CH2:29]3)[CH:18]([C:37]([NH2:41])=[O:38])[CH2:17]1)(=[O:14])=[O:15])[CH:7]=[CH:6]2 |f:0.1,2.3,4.5|. Procedure details: Methyl 4-[(6-chloro-2-naphthyl)sulfonyl)-1-[methyl[1-(4-pyridinyl)-4-piperidinyl]amino]-6-oxo-2-piperazinecarboxylate hydrochloride (0.3 g) obtained in Example 54 and 13% ammonia/methanol solution (3.5 ml) were heated in a sealed tube at 90° C. for 2 days. The reaction system was cooled, and concentrated under reduced pressure. The residue was purified on a CHP-20 column (water→1% 1N hydrochloric acid-containing 30% aqueous solution of acetonitrile) to obtain the title compound (0.11 g) as a col... Reactants: O=C(O)c1ccc(C2CC2)c(OC(CCO)C(F)(F)F)n1, CCC(N)(CC)C(=O)NC. Yields the product CCC(CC)(NC(=O)c1ccc(C2CC2)c(OC(CCO)C(F)(F)F)n1)C(=O)NC. As a reaction SMILES: [CH:1]1([c:4]2[cH:5][cH:6][c:7]([C:19](=[O:20])[OH:21])[n:8][c:9]2[O:10][CH:11]([CH2:12][CH2:13][OH:14])[C:15]([F:16])([F:17])[F:18])[CH2:2][CH2:3]1.[NH2:22][C:23]([C:24](=[O:25])[NH:26][CH3:27])([CH2:28][CH3:29])[CH2:30][CH3:31]>>[CH:1]1([c:4]2[cH:5][cH:6][c:7]([C:19](=[O:20])[NH:22][C:23]([C:24](=[O:25])[NH:26][CH3:27])([CH2:28][CH3:29])[CH2:30][CH3:31])[n:8][c:9]2[O:10][CH:11]([CH2:12][CH2:13][OH:14])[C:15]([F:16])([F:17])[F:18])[CH2:2][CH2:3]1. Reactants: solid, BrC1=CC(=CC=2C=C3N(C12)CCCNC3=O)C#N (7-bromo-1-oxo-2,3,4,5-tetrahydro-[1,4]diazepino[1,2-a]indole-9-carbonitrile), BrC1=CC(=CC=2C=C3N(C12)CCCNC3=O)C#N (7-bromo-1-oxo-2,3,4,5-tetrahydro-[1,4]diazepino[1,2-a]indole-9-carbonitrile), CC1(OB(OC1(C)C)C=1C=CC(=NC1)N)C (5-(4,4,5,5-tetramethyl-1,3,2-dioxaborolan-2-yl)-pyridin-2-amine). Yields the product NC1=CC=C(C=N1)C1=CC(=CC=2C=C3N(C12)CCCNC3=O)C#N (7-(6-Aminopyridin-3-yl)-1-oxo-2,3,4,5-tetrahydro-[1,4]diazepino[1,2-a]indole-9-carbonitrile). Reaction SMILES: Br[C:2]1[C:10]2[N:9]3[CH2:11][CH2:12][CH2:13][NH:14][C:15](=[O:16])[C:8]3=[CH:7][C:6]=2[CH:5]=[C:4]([C:17]#[N:18])[CH:3]=1.CC1(C)C(C)(C)OB([C:27]2[CH:28]=[CH:29][C:30]([NH2:33])=[N:31][CH:32]=2)O1>>[NH2:33][C:30]1[N:31]=[CH:32][C:27]([C:2]2[C:10]3[N:9]4[CH2:11][CH2:12][CH2:13][NH:14][C:15](=[O:16])[C:8]4=[CH:7][C:6]=3[CH:5]=[C:4]([C:17]#[N:18])[CH:3]=2)=[CH:28][CH:29]=1. Procedure: The title compound, brown solid (46 mg, 58%), MS (ISP) m/z=318.5 [(M+H)+], mp 314.5° C., was prepared in accordance with the general method of example 1 from 7-bromo-1-oxo-2,3,4,5-tetrahydro-[1,4]diazepino[1,2-a]indole-9-carbonitrile (intermediate 20) (76.0 mg, 0.25 mmol) and commercially available 5-(4,4,5,5-tetramethyl-1,3,2-dioxaborolan-2-yl)-pyridin-2-amine (71.5 mg, 0.325 mmol).